Task: describe an organic reaction: reactants, conditions, products, and yield. Dataset: the Open Reaction Database (ORD), a public repository of structured organic reaction records Reactants: NC1=CC(=C(CC2=C3C(=NC=C2)NC=C3C#N)C=C1)F (4-(4-amino-2-fluorobenzyl)-1H-pyrrolo[2,3-b]pyridine-3-carbonitrile), [OH-].[Na+] (sodium hydroxide), ClC1=NC(=NC=C1)N (4-chloropyrimidine-2-amine), Cl (hydrochloric acid). Run in O (water), C(C)O (ethanol), CO (methanol). Yields the product NC1=NC=CC(=N1)NC1=CC(=C(CC2=C3C(=NC=C2)NC=C3C#N)C=C1)F (4-{4-[(2-Aminopyrimidin-4-yl)amino]-2-fluorobenzyl}-1H-pyrrolo[2,3-b]pyridine-3-carbonitrile). RXN SMILES: [NH2:1][C:2]1[CH:19]=[CH:18][C:5]([CH2:6][C:7]2[CH:12]=[CH:11][N:10]=[C:9]3[NH:13][CH:14]=[C:15]([C:16]#[N:17])[C:8]=23)=[C:4]([F:20])[CH:3]=1.Cl[C:22]1[CH:27]=[CH:26][N:25]=[C:24]([NH2:28])[N:23]=1.Cl.[OH-].[Na+]>O.CO.C(O)C>[NH2:28][C:24]1[N:25]=[C:26]([NH:1][C:2]2[CH:19]=[CH:18][C:5]([CH2:6][C:7]3[CH:12]=[CH:11][N:10]=[C:9]4[NH:13][CH:14]=[C:15]([C:16]#[N:17])[C:8]=34)=[C:4]([F:20])[CH:3]=2)[CH:27]=[CH:22][N:23]=1 |f:3.4|. Reported procedure: 120 mg (0.45 mmol) of 4-(4-amino-2-fluorobenzyl)-1H-pyrrolo[2,3-b]pyridine-3-carbonitrile and 64 mg (0.50 mmol) of 4-chloropyrimidine-2-amine are suspended in 4 ml of water, 2 ml of ethanol and 0.23 ml of 4N hydrochloric acid. The reaction mixture is heated at reflux for 2 hours. After cooling, the mixture is made alkaline using dilute aqueous sodium hydroxide solution, a little methanol is added, the mixture is extracted with ethyl acetate and the solvent is removed under reduced pressure. The ... The reactants are NC=1C=NC2=CC=CC=C2C1NNC(=O)OC(C)(C)C (tert-butyl N′-(3-aminoquinolin-4-yl)hydrazinecarboxylate), Cl.CN(CCCN=C=NCC)C (1-[3-(dimethylamino)propyl]-3-ethylcarbodiimide hydrochloride), CN1CCOCC1 (4-methylmorpholine), CC1(OCCO1)CCC(=O)O (3-(2-methyl-[1,3]dioxolan-2-yl)-propionic acid). The reagents and catalysts are CN(C1=CC=NC=C1)C (4-dimethylaminopyridine). Run in C(Cl)(Cl)Cl (chloroform), N1=CC=CC=C1 (pyridine), N1=CC=CC=C1 (pyridine). Conditions: temperature 0 celsius, time 18 hour. The product is CC1(OCCO1)CCC(=O)NC=1C=NC2=CC=CC=C2C1NNC(=O)OC(C)(C)C (tert-butyl 2-(3-{[3-(2-methyl-1,3-dioxolan-2-yl)propanoyl]amino}quinolin-4-yl)hydrazinecarboxylate). Yield: 100.0%. RXN SMILES: [NH2:1][C:2]1[CH:3]=[N:4][C:5]2[C:10]([C:11]=1[NH:12][NH:13][C:14]([O:16][C:17]([CH3:20])([CH3:19])[CH3:18])=[O:15])=[CH:9][CH:8]=[CH:7][CH:6]=2.Cl.CN(C)CCCN=C=NCC.CN1CCOCC1.[CH3:40][C:41]1([CH2:46][CH2:47][C:48](O)=[O:49])[O:45][CH2:44][CH2:43][O:42]1>CN(C)C1C=CN=CC=1.N1C=CC=CC=1.C(Cl)(Cl)Cl>[CH3:40][C:41]1([CH2:46][CH2:47][C:48]([NH:1][C:2]2[CH:3]=[N:4][C:5]3[C:10]([C:11]=2[NH:12][NH:13][C:14]([O:16][C:17]([CH3:20])([CH3:19])[CH3:18])=[O:15])=[CH:9][CH:8]=[CH:7][CH:6]=3)=[O:49])[O:45][CH2:44][CH2:43][O:42]1 |f:1.2|. Procedure: A mixture of tert-butyl N′-(3-aminoquinolin-4-yl)hydrazinecarboxylate (4.50 g, 16.4 mmol), 1-[3-(dimethylamino)propyl]-3-ethylcarbodiimide hydrochloride (3.93 g, 20.5 mmol), 4-methylmorpholine (2.29 mL, 20.5 mmol), and 4-dimethylaminopyridine (0.100 g, 0.82 mmol) in pyridine (120 mL) was chilled to 0° C. under an atmosphere of nitrogen. The mixture was treated drop-wise with a solution of 3-(2-methyl-[1,3]dioxolan-2-yl)-propionic acid (3.28 g, 20.5 mmol) in pyridine (30 mL). The reaction mixture...